From a dataset of the Open Reaction Database (ORD), a public repository of structured organic reaction records. describe an organic reaction: reactants, conditions, products, and yield The reactants are S(C1=CC=CC(=C1)C(C)C)C. Reagents/catalysts: N=1C=CC(=CC1C=2N=CC=C(C2)C)C, O1B(OC(C)(C)C1(C)C)B2OC(C)(C)C(O2)(C)C, C[OH2+].C[OH2+].C1CC=CCCC=C1.C1CC=CCCC=C1.[Ir].[Ir]. Run in C=1C=C(C=CC1C)C. Run at temperature 55 celsius, time 24 hour. The product is O1B(OC(C)(C)C1(C)C)C2=CC(SC)=CC(=C2)C(C)C. Yield: 63.0%. Procedure: dtbpy: A mixture of ortho- and meta-borylated products (92 mg, 63% yield, ortho/meta + para = <0.01); meta-Isomer 5l was obtained by further purification by GPC (86 mg, 59% yield), white solid (mp. 60-62 oC)